From a dataset of the Open Reaction Database (ORD), a public repository of structured organic reaction records. describe an organic reaction: reactants, conditions, products, and yield Reactants: C=CCC(C)(C)C(=O)O, ClCCl, O=C(Cl)C(=O)Cl. The product is C=CCC(C)(C)C(=O)Cl. RXN SMILES: [CH3:7][C:8]([C:9](=[O:10])[OH:11])([CH2:12][CH:13]=[CH2:14])[CH3:15].[Cl:16][CH2:17][Cl:18].[Cl:1][C:2]([C:3]([Cl:4])=[O:5])=[O:6]>>[Cl:1][C:9]([C:8]([CH3:7])([CH2:12][CH:13]=[CH2:14])[CH3:15])=[O:10]. The reactants are C(C)(C)(C)OC(=O)NC(C)(C)C1=C(C=C(C=C1)C1=NC(=NC=C1Cl)Cl)F (4-[4-(1-tert-butoxycarbonylamino-1-methylethyl)-3-fluorophenyl]-2,5-dichloropyrimidine), NC1=CC=C(CCO)C=C1 (4-aminophenethyl alcohol). Product: NC(C)(C)C1=C(C=C(C=C1)C1=NC(=NC=C1Cl)NC1=CC=C(C=C1)CCO)F (4-[4-(1-Amino-1-methylethyl)-3-fluorophenyl]-5-chloro-N-[4-(2-hydroxyethyl)phenyl]pyrimidine-2-amine). Reaction SMILES: C(OC([NH:8][C:9]([C:12]1[CH:17]=[CH:16][C:15]([C:18]2[C:23]([Cl:24])=[CH:22][N:21]=[C:20](Cl)[N:19]=2)=[CH:14][C:13]=1[F:26])([CH3:11])[CH3:10])=O)(C)(C)C.[NH2:27][C:28]1[CH:36]=[CH:35][C:31]([CH2:32][CH2:33][OH:34])=[CH:30][CH:29]=1>>[NH2:8][C:9]([C:12]1[CH:17]=[CH:16][C:15]([C:18]2[C:23]([Cl:24])=[CH:22][N:21]=[C:20]([NH:27][C:28]3[CH:36]=[CH:35][C:31]([CH2:32][CH2:33][OH:34])=[CH:30][CH:29]=3)[N:19]=2)=[CH:14][C:13]=1[F:26])([CH3:10])[CH3:11]. Procedure: The title compound was prepared from 4-[4-(1-tert-butoxycarbonylamino-1-methylethyl)-3-fluorophenyl]-2,5-dichloropyrimidine (1.60 g, 4.0 mmol) and 4-aminophenethyl alcohol (826 mg, 6.0 mmol) following the method of Example 1. The reactants are CC1=NC2=CC=C(C=C2C1(CCCCS(=O)(=O)O)C)S(=O)(=O)O (2,3-dimethyl-3-(4-sulfobutyl)-5-sulfo-3H-indole), C1CCCOS1(=O)=O (butane sultone), S1(=O)(=O)CCCC1 (sulfolan). Procedure: To 2,3-dimethyl-3-(4-sulfobutyl)-5-sulfo-3H-indole (10 g) was added butane sultone (30 g) and the mixture heated to 140° C. overnight. On cooling to room temperature, sulfolan (20 ml) was added and the mixture poured into diethyl ether (500 ml). The resultant precipitate was removed by filtration and dried to give the desired product (12 g). The product is CC1N(C2=CC=C(C=C2C1(CCCCS(=O)(=O)O)C)S(=O)(=O)O)CCCCS(=O)(=O)O (2,3-Dimethyl-1,3-bis(4-sulfobutyl)-5-sulfo-3H-indole). Reaction conditions: temperature 140 celsius. Reaction SMILES: [CH3:1][C:2]1[C:10]([CH3:19])([CH2:11][CH2:12][CH2:13][CH2:14][S:15]([OH:18])(=[O:17])=[O:16])[C:9]2[C:4](=[CH:5][CH:6]=[C:7]([S:20]([OH:23])(=[O:22])=[O:21])[CH:8]=2)[N:3]=1.[CH2:24]1[S:29](=[O:31])(=[O:30])[O:28][CH2:27][CH2:26][CH2:25]1.S1(CCCC1)(=O)=O>C(OCC)C>[CH3:1][CH:2]1[C:10]([CH3:19])([CH2:11][CH2:12][CH2:13][CH2:14][S:15]([OH:18])(=[O:16])=[O:17])[C:9]2[C:4](=[CH:5][CH:6]=[C:7]([S:20]([OH:23])(=[O:21])=[O:22])[CH:8]=2)[N:3]1[CH2:27][CH2:26][CH2:25][CH2:24][S:29]([OH:31])(=[O:30])=[O:28]. Isolated yield 86.8%. The solvent is C(C)OCC (diethyl ether). Reactants: ClC=1N=C(C2=C(N1)C=C(S2)I)N2CCOCC2 (2-Chloro-6-iodo-4-morpholinothieno[3,2-d]pyrimidine), O1C(NCC1)=O (2-oxazolidinone), [O-]P(=O)([O-])[O-].[K+].[K+].[K+] (potassium phosphate tribasic). Reagents/catalysts: [Cu](I)I (copper iodide). Run in O1CCOCC1 (1,4-dioxane). Product: ClC=1N=C(C2=C(N1)C=C(S2)NCCO)N2CCOCC2 (2-(2-chloro-4-morpholinothieno[3,2-d]pyrimidin-6-ylamino)ethanol). RXN SMILES: [Cl:1][C:2]1[N:3]=[C:4]([N:12]2[CH2:17][CH2:16][O:15][CH2:14][CH2:13]2)[C:5]2[S:10][C:9](I)=[CH:8][C:6]=2[N:7]=1.[O:18]1[CH2:22][CH2:21][NH:20]C1=O.[O-]P([O-])([O-])=O.[K+].[K+].[K+]>O1CCOCC1.[Cu](I)I>[Cl:1][C:2]1[N:3]=[C:4]([N:12]2[CH2:17][CH2:16][O:15][CH2:14][CH2:13]2)[C:5]2[S:10][C:9]([NH:20][CH2:21][CH2:22][OH:18])=[CH:8][C:6]=2[N:7]=1 |f:2.3.4.5|. Procedure: 2-Chloro-6-iodo-4-morpholinothieno[3,2-d]pyrimidine 19 (150 mg), 2-oxazolidinone (103 mg), potassium phosphate tribasic (250 mg), copper iodide (7 mg), 4 μL, of N,N-dimeyhylethylenediamine in 2 mL of 1,4-dioxane was heated to 100° C. for 15 hr. The reaction mixture was evaporated and the residue was diluted with ethyl acetate (50 mL), washed with brine, dried over MgSO4, filtered and evaporated. The crude product was purified on reverse phase HPLC to give 2-(2-chloro-4-morpholinothieno[3,2-d]pyr... The reactants are O=C1NC2=CC=C(C=C2C1)OC1=CC=CC=C1 (2-oxo-5-phenoxyindoline), [OH-].[Na+] (sodium hydroxide), O1CCOCC1 (dioxane). The solvent is O (water). Reaction conditions: time 1 day. The product is NC1=C(C=C(C=C1)OC1=CC=CC=C1)CC(=O)[O-].[Na+] (sodium 2-(2-amino-5-phenoxyphenyl)acetate). As a reaction SMILES: [O:1]=[C:2]1[CH2:10][C:9]2[C:4](=[CH:5][CH:6]=[C:7]([O:11][C:12]3[CH:17]=[CH:16][CH:15]=[CH:14][CH:13]=3)[CH:8]=2)[NH:3]1.[OH-].[Na+:19].[O:20]1CCOCC1>O>[NH2:3][C:4]1[CH:5]=[CH:6][C:7]([O:11][C:12]2[CH:17]=[CH:16][CH:15]=[CH:14][CH:13]=2)=[CH:8][C:9]=1[CH2:10][C:2]([O-:20])=[O:1].[Na+:19] |f:1.2,5.6|. Reported procedure: A mixture of 2-oxo-5-phenoxyindoline (3.5 g.), sodium hydroxide (1.24 g), dioxane (20 ml.) and water (20 ml.) was refluxed under heating for a week with stirring. The reaction mixture was concentrated to dryness and the residue was dissolved in water (50 ml.) under heating and filtered. The filtrate was washed with diethyl ether and evaporated. The residue was dissolved in ethanol (100 ml.) under heating and filtered. The filtrate was concentrated at ordinal pressure to a volume of 30 ml. The co... Reactants: COC=1C=C(C(=O)Cl)C=CC1OC (3,4-dimethoxybenzoyl chloride), C(O)C(C)(CO)CO (1,1,1-trimethylolethane). Yields the product COC=1C=C(C(=O)O)C=CC1OC.COC=1C=C(C(=O)O)C=CC1OC.COC=1C=C(C(=O)O)C=CC1OC.C(O)C(C)(CO)CO (1,1,1-Trimethylolethane Tris(3,4-dimethoxybenzoate)). Isolated yield 90.0%. As a reaction SMILES: [CH3:1][O:2][C:3]1[CH:4]=[C:5]([CH:9]=[CH:10][C:11]=1[O:12][CH3:13])[C:6](Cl)=[O:7].[CH2:14]([C:16]([CH2:20][OH:21])([CH2:18][OH:19])[CH3:17])[OH:15]>>[CH3:1][O:2][C:3]1[CH:4]=[C:5]([CH:9]=[CH:10][C:11]=1[O:12][CH3:13])[C:6]([OH:15])=[O:7].[CH3:1][O:2][C:3]1[CH:4]=[C:5]([CH:9]=[CH:10][C:11]=1[O:12][CH3:13])[C:6]([OH:15])=[O:7].[CH3:1][O:2][C:3]1[CH:4]=[C:5]([CH:9]=[CH:10][C:11]=1[O:12][CH3:13])[C:6]([OH:15])=[O:7].[CH2:14]([C:16]([CH2:20][OH:21])([CH2:18][OH:19])[CH3:17])[OH:15] |f:2.3.4.5|. Procedure: Following the procedure of Example I, 3,4-dimethoxybenzoyl chloride was allowed to react with 1,1,1-trimethylolethane in the molar ratio of 3:1. The product was obtained in 90% yield as a glassy substance which slowly crystallized after being precipitated from methanol at dry-ice temperature. The triester is a white crystalline material, mp 105°-106° C., with an ester carbonyl band at 5.85μ. The proton magnetic resonance spectrum was consistent with the title compound.